Dataset: the Open Reaction Database (ORD), a public repository of structured organic reaction records. Task: describe an organic reaction: reactants, conditions, products, and yield The reactants are resultant mixture, COC(=O)C=1SC(=CC1NC(=O)OC(C)(C)C)C1=CC=C(C=C1)Cl (3-tert-Butoxycarbonylamino-5-(4-chloro-phenyl)-thiophene-2-carboxylic acid methyl ester), [OH-].[K+] (KOH). The solvent is Cl (HCl), C(C)O (ethanol), O (water). The product is C(C)(C)(C)OC(=O)NC1=C(SC(=C1)C1=CC=C(C=C1)Cl)C(=O)O (3-tert-Butoxycarbonylamino-5-(4-chloro-phenyl)-thiophene-2-carboxylic acid). Reaction SMILES: C[O:2][C:3]([C:5]1[S:6][C:7]([C:18]2[CH:23]=[CH:22][C:21]([Cl:24])=[CH:20][CH:19]=2)=[CH:8][C:9]=1[NH:10][C:11]([O:13][C:14]([CH3:17])([CH3:16])[CH3:15])=[O:12])=[O:4].[OH-].[K+]>C(O)C.O.Cl>[C:14]([O:13][C:11]([NH:10][C:9]1[CH:8]=[C:7]([C:18]2[CH:23]=[CH:22][C:21]([Cl:24])=[CH:20][CH:19]=2)[S:6][C:5]=1[C:3]([OH:4])=[O:2])=[O:12])([CH3:17])([CH3:15])[CH3:16] |f:1.2|. Procedure: A solution of 1a (1.37 g, 3.73 mmol) in ethanol (20 mL) was mixed with KOH (627 mg, 11.2 mmol) in water (20 mL). The resultant mixture was heated at 60° C. for 1 h, diluted with HCl (50 mL, 1N) and extracted with ethyl acetate (60 mL, 3×). The combined organic phases were dried over MgSO4, filtered, and concentrated to afford compound 1b as a yellow solid. Reaction SMILES: [Br:1][c:2]1[cH:3][cH:4][cH:5][c:6]2[n:7]1[n:8][c:9]([NH:11][C:12]([c:13]1[cH:14][n:15][cH:16][cH:17][cH:18]1)=[O:19])[n:10]2.[NH2:20][CH2:21][c:22]1[cH:23][cH:24][cH:25][cH:26][cH:27]1>>[c:2]1([NH:20][CH2:21][c:22]2[cH:23][cH:24][cH:25][cH:26][cH:27]2)[cH:3][cH:4][cH:5][c:6]2[n:7]1[n:8][c:9]([NH:11][C:12]([c:13]1[cH:14][n:15][cH:16][cH:17][cH:18]1)=[O:19])[n:10]2. Product: O=C(Nc1nc2cccc(NCc3ccccc3)n2n1)c1cccnc1. Starting materials: O=C(Nc1nc2cccc(Br)n2n1)c1cccnc1, NCc1ccccc1. The reactants are CC(C)(C)OC(=O)COc1cccc(CN(Cc2ccc(C(C)(C)CO)cc2)S(=O)(=O)c2cccnc2)c1, ClCCl, O=C(O)C(F)(F)F. The product is CC(C)(CO)c1ccc(CN(Cc2cccc(OCC(=O)O)c2)S(=O)(=O)c2cccnc2)cc1. Reaction SMILES: [C:1]([CH3:2])([CH3:3])([CH3:4])[O:5][C:6]([CH2:7][O:8][c:9]1[cH:10][c:11]([CH2:15][N:16]([S:17](=[O:18])(=[O:19])[c:20]2[cH:21][n:22][cH:23][cH:24][cH:25]2)[CH2:26][c:27]2[cH:28][cH:29][c:30]([C:33]([CH2:34][OH:35])([CH3:36])[CH3:37])[cH:31][cH:32]2)[cH:12][cH:13][cH:14]1)=[O:38].[Cl:46][CH2:47][Cl:48].[OH:39][C:40]([C:41]([F:42])([F:43])[F:44])=[O:45]>>[O:5]=[C:6]([CH2:7][O:8][c:9]1[cH:10][c:11]([CH2:15][N:16]([S:17](=[O:18])(=[O:19])[c:20]2[cH:21][n:22][cH:23][cH:24][cH:25]2)[CH2:26][c:27]2[cH:28][cH:29][c:30]([C:33]([CH2:34][OH:35])([CH3:36])[CH3:37])[cH:31][cH:32]2)[cH:12][cH:13][cH:14]1)[OH:38].